This data is from the Open Reaction Database (ORD), a public repository of structured organic reaction records. The task is: describe an organic reaction: reactants, conditions, products, and yield Reactants: C1(CC1)C(C)O (1-cyclopropylethanol), C(=O)(Cl)Cl (phosgene), NC1=CC=C(C=C1)C=1C(CC(NN1)=O)C (6-(p-aminophenyl)-4,5-dihydro-5-methyl-3(2H)-pyridazinone). Solvent: CCOCC (ether). Run at temperature 0 celsius, time 1 hour. Yields the product C1(CC1)C(C)OC(=O)NC1=CC=C(C=C1)C=1C(CC(NN1)=O)C (6-[p-(1-cyclopropylethoxycarbonylamino)-phenyl]-4,5-dihydro-5-methyl-3(2H)-pyridazinone). Yield: 16.8%. Reaction SMILES: [CH:1]1([CH:4]([OH:6])[CH3:5])[CH2:3][CH2:2]1.[C:7](Cl)(Cl)=[O:8].[NH2:11][C:12]1[CH:17]=[CH:16][C:15]([C:18]2[CH:19]([CH3:25])[CH2:20][C:21](=[O:24])[NH:22][N:23]=2)=[CH:14][CH:13]=1>CCOCC>[CH:1]1([CH:4]([O:6][C:7]([NH:11][C:12]2[CH:17]=[CH:16][C:15]([C:18]3[CH:19]([CH3:25])[CH2:20][C:21](=[O:24])[NH:22][N:23]=3)=[CH:14][CH:13]=2)=[O:8])[CH3:5])[CH2:3][CH2:2]1. Reported procedure: 4.3 g (49.9 millimoles) of 1-cyclopropylethanol are added dropwise to a stirred solution of 9.9 g (100 millimoles) of phosgene in 100 ml of absolute ether at 0° C. The reaction solution is then stirred for 1 hour at 0° C. followed by one hour at room temperature, and the excess phosgene is removed by means of a dry stream of nitrogen, after which the ether is removed under reduced pressure at room temperature. The 1-cyclopropylethyl chloroformate which is left (6.6 g) is reacted with 5.0 g (24.6...